From a dataset of the Open Reaction Database (ORD), a public repository of structured organic reaction records. describe an organic reaction: reactants, conditions, products, and yield RXN SMILES: [Si]([O:8][CH2:9][CH2:10][O:11][C:12]1[CH:17]=[CH:16][CH:15]=[C:14]([C:18]2[O:19][CH2:20][C@@H:21]([C:23]3[CH:28]=[CH:27][CH:26]=[CH:25][CH:24]=3)[N:22]=2)[CH:13]=1)(C(C)(C)C)(C)C.[F-].C([N+](CCCC)(CCCC)CCCC)CCC>C1COCC1>[C:23]1([C@@H:21]2[CH2:20][O:19][C:18]([C:14]3[CH:13]=[C:12]([CH:17]=[CH:16][CH:15]=3)[O:11][CH2:10][CH2:9][OH:8])=[N:22]2)[CH:24]=[CH:25][CH:26]=[CH:27][CH:28]=1 |f:1.2|. Reported procedure: To a solution of 1-(tert-butyldimethylsilyloxy)-2-[3-(4,5-dihydro-4(R)-phenyloxazol-2-yl)phenoxy]ethane (4.4 g, 11 mmol) in THF (35 ml) was added dropwise tetrabutylammonium fluoride (1M in THF, 14 ml). The reaction mixture was stirred at room temperature for 45 min., solvent removed by evaporation and the resulting residue was purified by column chromatography on silica gel eluting with ethyl acetate/n-hexane (=1:2) to afford 2-[3-(4,5-dihydro-4(R)-phenyl-oxazol-2-yl)phenoxy]ethan-1-ol (2.8 g, ... Run in C1CCOC1 (THF). Yields the product C1(=CC=CC=C1)[C@H]1N=C(OC1)C=1C=C(OCCO)C=CC1 (2-[3-(4,5-dihydro-4(R)-phenyl-oxazol-2-yl)phenoxy]ethan-1-ol). Isolated yield 89.8%. Reaction conditions: time 45 minute. Reactants: [Si](C)(C)(C(C)(C)C)OCCOC1=CC(=CC=C1)C=1OC[C@H](N1)C1=CC=CC=C1 (1-(tert-butyldimethylsilyloxy)-2-[3-(4,5-dihydro-4(R)-phenyloxazol-2-yl)phenoxy]ethane), [F-].C(CCC)[N+](CCCC)(CCCC)CCCC (tetrabutylammonium fluoride). The reactants are FC=1C=C2C3=C(N(C2=CC1)C)C(N(C=C3C(=O)O)C3=CC=CC=C3)=O (6-fluoro-9-methyl-1-oxo-2-phenyl-2,9-dihydro-1H-pyrido[3,4-b]indole-4-carboxylic acid), N,N'-carbonyldiimidazole, N1CCCC1 (pyrrolidine). The solvent is CN(C=O)C (N,N-dimethylformamide). Reaction conditions: time 20 hour. Product: FC=1C=C2C3=C(N(C2=CC1)C)C(N(C=C3C(=O)N3CCCC3)C3=CC=CC=C3)=O (6-Fluoro-9-methyl-2-phenyl-4-(pyrrolidin-1-ylcarbonyl)-2,9-dihydro-1H-pyrido[3,4-b]indol-1-one). As a reaction SMILES: [F:1][C:2]1[CH:3]=[C:4]2[C:8](=[CH:9][CH:10]=1)[N:7]([CH3:11])[C:6]1[C:12](=[O:25])[N:13]([C:19]3[CH:24]=[CH:23][CH:22]=[CH:21][CH:20]=3)[CH:14]=[C:15]([C:16]([OH:18])=O)[C:5]2=1.[NH:26]1[CH2:30][CH2:29][CH2:28][CH2:27]1>CN(C)C=O>[F:1][C:2]1[CH:3]=[C:4]2[C:8](=[CH:9][CH:10]=1)[N:7]([CH3:11])[C:6]1[C:12](=[O:25])[N:13]([C:19]3[CH:20]=[CH:21][CH:22]=[CH:23][CH:24]=3)[CH:14]=[C:15]([C:16]([N:26]3[CH2:30][CH2:29][CH2:28][CH2:27]3)=[O:18])[C:5]2=1. Procedure details: A solution of 3.2 g (10 mmol) of 6-fluoro-9-methyl-1-oxo-2-phenyl-2,9-dihydro-1H-pyrido[3,4-b]indole-4-carboxylic acid and of 3.2 g (20 mmol) of N,N'-carbonyldiimidazole in 65 ml of N,N-dimethylformamide is stirred for 4 h at 60° C. 2.5 ml (30 zmol) of pyrrolidine are added at room temperature and the reaction mixture is stirred for 20 h. The reactants are C(C)OC(=O)C=1C=NN(C1)C1=NC=2C=CC3=C(C2C(N1)=O)CCCC3 (1-(1-oxo-1,2,7,8,9,10-hexahydro-benzo[f]quinazolin-3-yl)-1H-pyrazole-4-carboxylic acid ethyl ester), C1=C(C=CC=2CCCCC12)N (5,6,7,8-tetrahydro-naphthalen-2-ylamine). Product: C(C)OC(=O)C=1C=NN(C1)C1=NC2=CC3=C(C=C2C(N1)=O)CCCC3 (1-(4-oxo-3,4,6,7,8,9-hexahydro-benzo[g]quinazolin-2-yl)-1H-pyrazole-4-carboxylic acid ethyl ester). As a reaction SMILES: C1C2CCCCC=2C=CC=1N.[CH2:12]([O:14][C:15]([C:17]1[CH:18]=[N:19][N:20]([C:22]2[NH:31][C:30](=[O:32])[C:29]3[C:28]4[CH2:33][CH2:34][CH2:35][CH2:36][C:27]=4[CH:26]=[CH:25][C:24]=3[N:23]=2)[CH:21]=1)=[O:16])[CH3:13]>>[CH2:12]([O:14][C:15]([C:17]1[CH:18]=[N:19][N:20]([C:22]2[NH:31][C:30](=[O:32])[C:29]3[C:24](=[CH:25][C:26]4[CH2:33][CH2:34][CH2:35][CH2:36][C:27]=4[CH:28]=3)[N:23]=2)[CH:21]=1)=[O:16])[CH3:13]. Reported procedure: The titled compound was prepared in a manner analogous to Example 131, steps A-B, using 5,6,7,8-tetrahydro-naphthalen-2-ylamine in step A. Step B yielded a 2:1 mixture of the titled compound and 1-(1-oxo-1,2,7,8,9,10-hexahydro-benzo[f]quinazolin-3-yl)-1H-pyrazole-4-carboxylic acid ethyl ester. Starting materials: FC(C(=O)O)(F)F (trifluoroacetic acid), ClC1=CNC2=CC=C(C=C12)CNC(=O)OC(C)(C)C (3-chloro-5-(t-butoxycarbonylaminomethyl)-indole), [OH-].[Na+] (NaOH). Solvent: C(Cl)Cl (CH2Cl2). The product is ClC1=CNC2=CC=C(C=C12)CN (3-Chloro-5-aminomethylindole). As a reaction SMILES: [Cl:1][C:2]1[C:10]2[C:5](=[CH:6][CH:7]=[C:8]([CH2:11][NH:12]C(OC(C)(C)C)=O)[CH:9]=2)[NH:4][CH:3]=1.FC(F)(F)C(O)=O.[OH-].[Na+]>C(Cl)Cl>[Cl:1][C:2]1[C:10]2[C:5](=[CH:6][CH:7]=[C:8]([CH2:11][NH2:12])[CH:9]=2)[NH:4][CH:3]=1 |f:2.3|. Reported procedure: To a solution of 3-chloro-5-(t-butoxycarbonylaminomethyl)-indole (2.62 g, 9.33 mmol) in CH2Cl2 (25 mL), cooled to 0° C. was added trifluoroacetic acid (10 mL). After 1 h the reaction was basified with aqueous NaOH (1 N) to pH=10, extracted with CH2Cl2 (3×) and then with CH2Cl2:MeOH (3:1). The combined organics were dried over MgSO4, filtered, and concentrated in vacuo. Purification of the resulting orange residue by flash chromatography (30×150 mm column; gradient elution with MeOH:CH2Cl2:CH2Cl2... The reactants are Cl (hydrochloric acid), C(C1=CC=CC=C1)N1CCN(CC1)C1=NC=CC(=C1[N+](=O)[O-])CC#N ([2-(4-Benzyl-1-piperazinyl)-3-nitro-4-pyridinyl]acetonitrile). Reagents/catalysts: [Fe] (iron). Run in C(C)O (ethanol). Run at time 30 minute. Yields the product C(C1=CC=CC=C1)N1CCN(CC1)C1=NC=CC(=C1N)CC#N ([2-(4-Benzyl-1-piperazinyl)-3-amino-4-pyridinyl]acetonitrile). As a reaction SMILES: Cl.[CH2:2]([N:9]1[CH2:14][CH2:13][N:12]([C:15]2[C:20]([N+:21]([O-])=O)=[C:19]([CH2:24][C:25]#[N:26])[CH:18]=[CH:17][N:16]=2)[CH2:11][CH2:10]1)[C:3]1[CH:8]=[CH:7][CH:6]=[CH:5][CH:4]=1>[Fe].C(O)C>[CH2:2]([N:9]1[CH2:14][CH2:13][N:12]([C:15]2[C:20]([NH2:21])=[C:19]([CH2:24][C:25]#[N:26])[CH:18]=[CH:17][N:16]=2)[CH2:11][CH2:10]1)[C:3]1[CH:8]=[CH:7][CH:6]=[CH:5][CH:4]=1. Reported procedure: 43 ml of hydrochloric acid and 35 g of iron powder are added to a suspension, that has been heated at 80° C. for 1 hour, of 59 mmol of the product obtained in Step A in 1.5 1 of absolute ethanol. After 2 hours 30 minutes at 80° C., filtration while hot, and concentration of the reaction mixture under reduced pressure, the residue is taken up in water, rendered basic with a 20% sodium hydroxide solution and extracted with ethyl acetate. The organic phase is subsequently dried, filtered and evapor... Starting materials: CN1CCC(=CC1)C=1C=NC(=NC1)N1C[C@H](OCC1)CN1N=NC=2C1=NC(=CN2)C=2C=NN(C2)C ((S)-4-(5-(1-methyl-1,2,3,6-tetrahydropyridin-4-yl)pyrimidin-2-yl)-2-((6-(1-methyl-1H-pyrazol-4-yl)-1H-[1,2,3]triazolo[4,5-b]pyrazin-1-yl)methyl)morpholine). Reagents/catalysts: [Pt]=O (platinum oxide). Solvent: CO (methanol), C(Cl)Cl (methylene chloride). The product is CN1N=CC(=C1)C1=CN=C2C(=N1)N(N=N2)C[C@@H]2CN(CCO2)C2=NC=C(C=N2)C2CCN(CC2)C ((S)-2-((6-(1-methyl-1H-pyrazol-4-yl)-1H-[1,2,3]triazolo[4,5-b]pyrazin-1-yl)methyl)-4-(5-(1-methylpiperidin-4-yl)pyrimidin-2-yl)morpholine). Yield: 17.5%. As a reaction SMILES: [CH3:1][N:2]1[CH2:7][CH:6]=[C:5]([C:8]2[CH:9]=[N:10][C:11]([N:14]3[CH2:19][CH2:18][O:17][C@H:16]([CH2:20][N:21]4[C:25]5=[N:26][C:27]([C:30]6[CH:31]=[N:32][N:33]([CH3:35])[CH:34]=6)=[CH:28][N:29]=[C:24]5[N:23]=[N:22]4)[CH2:15]3)=[N:12][CH:13]=2)[CH2:4][CH2:3]1>CO.C(Cl)Cl.[Pt]=O>[CH3:35][N:33]1[CH:34]=[C:30]([C:27]2[N:26]=[C:25]3[N:21]([CH2:20][C@H:16]4[O:17][CH2:18][CH2:19][N:14]([C:11]5[N:12]=[CH:13][C:8]([CH:5]6[CH2:6][CH2:7][N:2]([CH3:1])[CH2:3][CH2:4]6)=[CH:9][N:10]=5)[CH2:15]4)[N:22]=[N:23][C:24]3=[N:29][CH:28]=2)[CH:31]=[N:32]1. Procedure details: (S)-4-(5-(1-methyl-1,2,3,6-tetrahydropyridin-4-yl)pyrimidin-2-yl)-2-((6-(1-methyl-1H-pyrazol-4-yl)-1H-[1,2,3]triazolo[4,5-b]pyrazin-1-yl)methyl)morpholine 75 mg (0.16 mmol) was dissolved in methanol 3 ml and methylene chloride 2 ml, and an excess of platinum oxide was added. The mixture was degassed, and a hydrogen balloon was connected, followed by reaction at room temperature for 1 day. After the reaction, the platinum oxide was removed using a celite filter, and separated by PLC (methylene ch...